This data is from the Open Reaction Database (ORD), a public repository of structured organic reaction records. The task is: describe an organic reaction: reactants, conditions, products, and yield Starting materials: CC1CCCN1c1nc(Cl)cc(Cl)n1, [K+], [K+], [K+], C1COCCO1, OB(O)c1ccc(F)cc1, O=P([O-])([O-])[O-], c1ccc(P(c2ccccc2)(c2ccccc2)[Pd](P(c2ccccc2)(c2ccccc2)c2ccccc2)(P(c2ccccc2)(c2ccccc2)c2ccccc2)P(c2ccccc2)(c2ccccc2)c2ccccc2)cc1. The product is CC1CCCN1c1nc(Cl)cc(-c2ccc(F)cc2)n1. As a reaction SMILES: [Cl:1][c:2]1[n:3][c:4]([N:9]2[CH:10]([CH3:14])[CH2:11][CH2:12][CH2:13]2)[n:5][c:6]([Cl:8])[cH:7]1.[K+:30].[K+:31].[K+:32].[O:33]1[CH2:34][CH2:35][O:36][CH2:37][CH2:38]1.[OH:15][B:16]([OH:17])[c:18]1[cH:19][cH:20][c:21]([F:22])[cH:23][cH:24]1.[P:25]([O-:26])([O-:27])([O-:28])=[O:29].[cH:39]1[cH:40][cH:41][c:42]([P:43]([Pd:44]([P:45]([c:46]2[cH:47][cH:48][cH:49][cH:50][cH:51]2)([c:52]2[cH:53][cH:54][cH:55][cH:56][cH:57]2)[c:58]2[cH:59][cH:60][cH:61][cH:62][cH:63]2)([P:64]([c:65]2[cH:66][cH:67][cH:68][cH:69][cH:70]2)([c:71]2[cH:72][cH:73][cH:74][cH:75][cH:76]2)[c:77]2[cH:78][cH:79][cH:80][cH:81][cH:82]2)[P:83]([c:84]2[cH:85][cH:86][cH:87][cH:88][cH:89]2)([c:90]2[cH:91][cH:92][cH:93][cH:94][cH:95]2)[c:96]2[cH:97][cH:98][cH:99][cH:100][cH:101]2)([c:102]2[cH:103][cH:104][cH:105][cH:106][cH:107]2)[c:108]2[cH:109][cH:110][cH:111][cH:112][cH:113]2)[cH:114][cH:115]1>>[c:2]1(-[c:18]2[cH:19][cH:20][c:21]([F:22])[cH:23][cH:24]2)[n:3][c:4]([N:9]2[CH:10]([CH3:14])[CH2:11][CH2:12][CH2:13]2)[n:5][c:6]([Cl:8])[cH:7]1.